This data is from the Open Reaction Database (ORD), a public repository of structured organic reaction records. The task is: describe an organic reaction: reactants, conditions, products, and yield The reactants are ClC1=CC2=C(NC(=N2)C2(OCC=C2)C(F)(F)F)C=C1Cl (5,6-dichloro-2-(2-trifluoromethyl-2,5-dihydro-furan-2-yl)-1H-benzimidazole). The reagents and catalysts are [Rh] (Rhodium on alumina). The solvent is CO (methanol). Reaction conditions: time 5 hour. Product: ClC1=CC2=C(NC(=N2)C2(OCCC2)C(F)(F)F)C=C1Cl (5,6-Dichloro-2-(2-trifluoromethyl-tetrahydro-furan-2-yl)-1H-benzoimidazole). As a reaction SMILES: [Cl:1][C:2]1[C:19]([Cl:20])=[CH:18][C:5]2[NH:6][C:7]([C:9]3([C:14]([F:17])([F:16])[F:15])[CH:13]=[CH:12][CH2:11][O:10]3)=[N:8][C:4]=2[CH:3]=1>CO.[Rh]>[Cl:1][C:2]1[C:19]([Cl:20])=[CH:18][C:5]2[NH:6][C:7]([C:9]3([C:14]([F:17])([F:15])[F:16])[CH2:13][CH2:12][CH2:11][O:10]3)=[N:8][C:4]=2[CH:3]=1. Procedure details: To 5,6-dichloro-2-(2-trifluoromethyl-2,5-dihydro-furan-2-yl)-1H-benzimidazole (95 mg) in methanol (5 mL) was added Rhodium on alumina (32 mg). The resulting mixture was stirred at room temperature under a H2 atmosphere via balloon for 5 hours. The reaction mixture was then filtered through a pad of Celite®, rinsed with Et2O, and concentrated to yield the title compound as a tan solid. Reactants: C(C)OC(=O)C=1SC(=C(C1C1=CC=C(C=C1)OCCNC(C(C)(C)C)=O)C#N)SC (4-cyano-3-{4-[2-(2,2-dimethyl-propionylamino)-ethoxy]-phenyl}-5-methylsulfanyl-thiophene-2-carboxylic acid ethyl ester), FC(C(=O)O)(F)F (trifluoroacetic acid). Solvent: C(Cl)Cl (CH2Cl2). Reaction conditions: time 2 day. The product is FC(C(=O)O)(F)F.C(C)OC(=O)C=1SC(=C(C1C1=CC=C(C=C1)OCCN)C#N)SC (3-[4-(2-Amino-ethoxy)-phenyl]-4-cyano-5-methylsulfanyl-thiophene-2-carboxylic acid ethyl ester trifluoroacetate salt). Reaction SMILES: [CH2:1]([O:3][C:4]([C:6]1[S:7][C:8]([S:29][CH3:30])=[C:9]([C:27]#[N:28])[C:10]=1[C:11]1[CH:16]=[CH:15][C:14]([O:17][CH2:18][CH2:19][NH:20]C(=O)C(C)(C)C)=[CH:13][CH:12]=1)=[O:5])[CH3:2].[F:31][C:32]([F:37])([F:36])[C:33]([OH:35])=[O:34]>C(Cl)Cl>[F:31][C:32]([F:37])([F:36])[C:33]([OH:35])=[O:34].[CH2:1]([O:3][C:4]([C:6]1[S:7][C:8]([S:29][CH3:30])=[C:9]([C:27]#[N:28])[C:10]=1[C:11]1[CH:16]=[CH:15][C:14]([O:17][CH2:18][CH2:19][NH2:20])=[CH:13][CH:12]=1)=[O:5])[CH3:2] |f:3.4|. Procedure: Combine 4-cyano-3-{4-[2-(2,2-dimethyl-propionylamino)-ethoxy]-phenyl}-5-methylsulfanyl-thiophene-2-carboxylic acid ethyl ester (211 mg, 0.45 mmol) and CH2Cl2 (1 ml), add trifluoroacetic acid 99% (1 ml) and stir at room temperature for 2 days. Remove the solvents in vacuo to give 222 mg (quantitative yield) of title compound: Rf (hexane:ethyl acetate, 4:1)=0.1. Mass spectrum (EI+): m/z 363 (M++1 free base). Reactants: NC=1C=C2C(=CNC2=CC1)C1CCN(CC1)C (5-amino-3-(1-methylpiperidin-4-yl)-1H-indole), CC1=CC=C(O1)C(=O)O (5-methyl-2-furoic acid). The product is CC1=CC=C(O1)C(=O)NC=1C=C2C(=CNC2=CC1)C1CCN(CC1)C (5-(5-methyl-2-furoyl)amino-3-(1-methylpiperidin-4-yl)-1H-indole). The yield is 86.9%. RXN SMILES: [NH2:1][C:2]1[CH:3]=[C:4]2[C:8](=[CH:9][CH:10]=1)[NH:7][CH:6]=[C:5]2[CH:11]1[CH2:16][CH2:15][N:14]([CH3:17])[CH2:13][CH2:12]1.[CH3:18][C:19]1[O:23][C:22]([C:24](O)=[O:25])=[CH:21][CH:20]=1>>[CH3:18][C:19]1[O:23][C:22]([C:24]([NH:1][C:2]2[CH:3]=[C:4]3[C:8](=[CH:9][CH:10]=2)[NH:7][CH:6]=[C:5]3[CH:11]2[CH2:16][CH2:15][N:14]([CH3:17])[CH2:13][CH2:12]2)=[O:25])=[CH:21][CH:20]=1. Procedure: Beginning with 7.0 mg (0.03 mMol) 5-amino-3-(1-methylpiperidin-4-yl)-1H-indole and 11.3 mg (0.09 mMol) 5-methyl-2-furoic acid, 8.8 mg (87%) of the title compound were recovered. The product is CCC=C(C)C(O)CCCCCC. Reactants: CCCCCCBr, CCC=C(C)C=O, [Cl-], [Mg], [NH4+]. As a reaction SMILES: [Br:2][CH2:3][CH2:4][CH2:5][CH2:6][CH2:7][CH3:8].[CH3:9][C:10]([CH:11]=[O:12])=[CH:13][CH2:14][CH3:15].[Cl-:16].[Mg:1].[NH4+:17]>>[CH2:3]([CH2:4][CH2:5][CH2:6][CH2:7][CH3:8])[CH:11]([C:10]([CH3:9])=[CH:13][CH2:14][CH3:15])[OH:12]. Reactants: FC(C(CN1C(C2=CC=CC=C2C1=O)=O)NC1=CC(=CC=C1)[N+](=O)[O-])(F)F (2-(3,3,3-trifluoro-2-((3-nitrophenyl)amino)propyl)isoindoline-1,3-dione). The solvent is C(C)O (ethanol), O1CCCC1 (tetrahydrofuran), O.NN (hydrazine monohydrate). Run at time 19 hour. Product: FC(C(CN)NC1=CC(=CC=C1)[N+](=O)[O-])(F)F (3,3,3-trifluoro-N2-(3-nitrophenyl)propane-1,2-diamine). The yield is 77.2%. As a reaction SMILES: [F:1][C:2]([F:27])([F:26])[CH:3]([NH:16][C:17]1[CH:22]=[CH:21][CH:20]=[C:19]([N+:23]([O-:25])=[O:24])[CH:18]=1)[CH2:4][N:5]1C(=O)C2C(=CC=CC=2)C1=O>C(O)C.O1CCCC1.O.NN>[F:1][C:2]([F:26])([F:27])[CH:3]([NH:16][C:17]1[CH:22]=[CH:21][CH:20]=[C:19]([N+:23]([O-:25])=[O:24])[CH:18]=1)[CH2:4][NH2:5] |f:3.4|. Procedure: To a solution of 2-(3,3,3-trifluoro-2-((3-nitrophenyl)amino)propyl)isoindoline-1,3-dione (C15, 209 mg) in ethanol (3 mL) and tetrahydrofuran (3 mL), hydrazine monohydrate (132 μL) was added at room temperature, and the mixture was stirred at the same temperature for 19 hours. The insoluble matter was removed by filtration, and then the solvent was evaporated under reduced pressure to obtain 3,3,3-trifluoro-N2-(3-nitrophenyl)propane-1,2-diamine (C16, 106 mg). Reactants: ClC1=NC=CC(=N1)C=1C=C(C=O)C=CC1 (3-(2-Chloro-pyrimidin-4-yl)-benzaldehyde), C(C)(C)(C)OC(=O)N1CC(CC1)CN (3-Aminomethyl-pyrrolidine-1-carboxylic acid tert-butyl ester), 403. The product is C(C)(C)(C)OC(=O)N1CC(CC1)CNCC1=CC(=CC=C1)C1=NC(=NC=C1)Cl (3-{[3-(2-Chloro-pyrimidin-4-yl)-benzylamino]-methyl}-pyrrolidine-1-carboxylic acid tert-butyl ester). Reaction SMILES: [Cl:1][C:2]1[N:7]=[C:6]([C:8]2[CH:9]=[C:10]([CH:13]=[CH:14][CH:15]=2)[CH:11]=O)[CH:5]=[CH:4][N:3]=1.[C:16]([O:20][C:21]([N:23]1[CH2:27][CH2:26][CH:25]([CH2:28][NH2:29])[CH2:24]1)=[O:22])([CH3:19])([CH3:18])[CH3:17]>>[C:16]([O:20][C:21]([N:23]1[CH2:27][CH2:26][CH:25]([CH2:28][NH:29][CH2:11][C:10]2[CH:13]=[CH:14][CH:15]=[C:8]([C:6]3[CH:5]=[CH:4][N:3]=[C:2]([Cl:1])[N:7]=3)[CH:9]=2)[CH2:24]1)=[O:22])([CH3:19])([CH3:18])[CH3:17]. Procedure details: Intermediate 1 was coupled with 3-Aminomethyl-pyrrolidine-1-carboxylic acid tert-butyl ester following procedure B. LC-MS showed the product had the expected M+H+ of 403.